Dataset: the Open Reaction Database (ORD), a public repository of structured organic reaction records. Task: describe an organic reaction: reactants, conditions, products, and yield Reactants: C=1(O)C(O)=CC=CC1 (catechol), N1C=NC=C1 (imidazole), [Si](C)(C)(C(C)(C)C)Cl (t-butyldimethylsilylchloride). Solvent: CN(C=O)C (dimethylformamide). Run at time 3 hour. Product: [Si](C)(C)(C(C)(C)C)OC1=C(C=CC=C1)O (1-(Tert-butyldimethylsilyloxy)-2-Hydroxybenzene). The yield is 66.0%. RXN SMILES: [C:1]1([C:3](=[CH:5][CH:6]=[CH:7][CH:8]=1)[OH:4])[OH:2].N1C=CN=C1.[Si:14](Cl)([C:17]([CH3:20])([CH3:19])[CH3:18])([CH3:16])[CH3:15]>CN(C)C=O>[Si:14]([O:2][C:1]1[CH:8]=[CH:7][CH:6]=[CH:5][C:3]=1[OH:4])([C:17]([CH3:20])([CH3:19])[CH3:18])([CH3:16])[CH3:15]. Procedure: To a stirred solution of catechol (5.5 g; 50 mmol) in 20 mL of dimethylformamide was added imidazole (7.14 g; 105 mmol) and t-butyldimethylsilylchloride (7.53 g; 50 mmol). The reaction mixture was stirred for 3 hours after which time TLC showed the reaction to be complete. The reaction mixture was chromatographed directly onto silica gel and eluted with 5% ethyl acetate in hexane to give 7.4 g (66%) of the monosilyl catechol 16. NMR (CDCl3) δ6.963 (dd, J=8.0, 1.6 Hz, 1H, ArH), 6.891 (dt, J=8.0, ...